Dataset: the Open Reaction Database (ORD), a public repository of structured organic reaction records. Task: describe an organic reaction: reactants, conditions, products, and yield Starting materials: CO\N=C(/COC1=CC=C(COC2=CC=C(C=C2)C(CC(=O)OC)=O)C=C1)\C1=CC=CC=C1 (methyl 3-{4-[(4-{[(2Z)-2-(methoxyimino)-2-phenylethyl]oxy}benzyl)oxy]phenyl}-3-oxopropanoate), [BH4-].[Na+] (Sodium borohydride). Solvent: CO (MeOH). Conditions: time 6 hour. Product: OC(CC(=O)OC)C1=CC=C(C=C1)OCC1=CC=C(C=C1)OC\C(\C1=CC=CC=C1)=N/OC (Methyl 3-hydroxy-3-{4-[(4-{[(2Z)-2-(methoxyimino)-2-phenylethyl]oxy}benzyl)oxy]phenyl}propanoate). Isolated yield 50.0%. As a reaction SMILES: [CH3:1][O:2]/[N:3]=[C:4](/[C:28]1[CH:33]=[CH:32][CH:31]=[CH:30][CH:29]=1)\[CH2:5][O:6][C:7]1[CH:27]=[CH:26][C:10]([CH2:11][O:12][C:13]2[CH:18]=[CH:17][C:16]([C:19](=[O:25])[CH2:20][C:21]([O:23][CH3:24])=[O:22])=[CH:15][CH:14]=2)=[CH:9][CH:8]=1.[BH4-].[Na+]>CO>[OH:25][CH:19]([C:16]1[CH:17]=[CH:18][C:13]([O:12][CH2:11][C:10]2[CH:26]=[CH:27][C:7]([O:6][CH2:5]/[C:4](=[N:3]\[O:2][CH3:1])/[C:28]3[CH:29]=[CH:30][CH:31]=[CH:32][CH:33]=3)=[CH:8][CH:9]=2)=[CH:14][CH:15]=1)[CH2:20][C:21]([O:23][CH3:24])=[O:22] |f:1.2|. Procedure: To a 25 mL RB flask fitted with magnetic stirrer was charged 4 mL of MeOH to the stirred solvent was added methyl 3-{4-[(4-{[(2Z)-2-(methoxyimino)-2-phenylethyl]oxy}benzyl)oxy]phenyl}-3-oxopropanoate (0.08 g, 0.178 mmol) and Sodium borohydride (0.008 g, 1.21 mmol) was added 0° C. Then it was stirred at RT for 6 h, after completion of the reaction (reaction monitored by TLC), reaction mass quenched with Ice water and concentrated the reaction mixture and extracted with ethyl acetate. The organic ... The reactants are C(N)(=O)C1=CC=C(C=C1)C1=NC2=CC=C(C=C2N=C1N(C)C(C)C)C(=O)OC (methyl 2-(4-carbamoylphenyl)-3-(isopropyl(methyl)amino)quinoxaline-6-carboxylate), [OH-].[Na+] (sodium hydroxide), O (water). The solvent is CO (MeOH). Run at time 8 hour. The product is C(N)(=O)C1=CC=C(C=C1)C1=NC2=CC=C(C=C2N=C1N(C)C(C)C)C(=O)O (2-(4-carbamoylphenyl)-3-(isopropyl(methyl)amino)quinoxaline-6-carboxylic acid). Isolated yield 58.8%. RXN SMILES: [C:1]([C:4]1[CH:9]=[CH:8][C:7]([C:10]2[C:19]([N:20]([CH:22]([CH3:24])[CH3:23])[CH3:21])=[N:18][C:17]3[C:12](=[CH:13][CH:14]=[C:15]([C:25]([O:27]C)=[O:26])[CH:16]=3)[N:11]=2)=[CH:6][CH:5]=1)(=[O:3])[NH2:2].[OH-].[Na+].O>CO>[C:1]([C:4]1[CH:5]=[CH:6][C:7]([C:10]2[C:19]([N:20]([CH:22]([CH3:24])[CH3:23])[CH3:21])=[N:18][C:17]3[C:12](=[CH:13][CH:14]=[C:15]([C:25]([OH:27])=[O:26])[CH:16]=3)[N:11]=2)=[CH:8][CH:9]=1)(=[O:3])[NH2:2] |f:1.2|. Reported procedure: To a solution of methyl 2-(4-carbamoylphenyl)-3-(isopropyl(methyl)amino)quinoxaline-6-carboxylate (103 mg, 0.27 mmol) in MeOH (20 mL) was added sodium hydroxide (68 mg, 1.69 mmol) and water (2 mL). The resulting solution was stirred overnight at room temperature and concentrated in vacuo. The residue was dissolved in water (2 mL) and adjusted to pH 5 with hydrochloric acid (1N). The solids were collected by filtration to afford 2-(4-carbamoylphenyl)-3-(isopropyl(methyl)amino)quinoxaline-6-carbox... Starting materials: Cc1nc(CCc2c(-c3ccccc3)noc2C)sc1C(=O)O, Cc1ccccc1, C[Al](C)C, NC1CCOCC1, C1COCCO1. The product is Cc1nc(CCc2c(-c3ccccc3)noc2C)sc1C(=O)NC1CCOCC1. Reaction SMILES: [CH3:12][c:13]1[n:14][c:15]([CH2:21][CH2:22][c:23]2[c:24](-[c:29]3[cH:30][cH:31][cH:32][cH:33][cH:34]3)[n:25][o:26][c:27]2[CH3:28])[s:16][c:17]1[C:18](=[O:19])[OH:20].[CH3:41][c:42]1[cH:43][cH:44][cH:45][cH:46][cH:47]1.[CH3:8][Al:9]([CH3:10])[CH3:11].[NH2:1][CH:2]1[CH2:3][CH2:4][O:5][CH2:6][CH2:7]1.[O:35]1[CH2:36][CH2:37][O:38][CH2:39][CH2:40]1>>[NH:1]([CH:2]1[CH2:3][CH2:4][O:5][CH2:6][CH2:7]1)[C:18]([c:17]1[c:13]([CH3:12])[n:14][c:15]([CH2:21][CH2:22][c:23]2[c:24](-[c:29]3[cH:30][cH:31][cH:32][cH:33][cH:34]3)[n:25][o:26][c:27]2[CH3:28])[s:16]1)=[O:19].